Dataset: the Open Reaction Database (ORD), a public repository of structured organic reaction records. Task: describe an organic reaction: reactants, conditions, products, and yield The reactants are CS(=O)(=O)O, CS(=O)(=O)Cl, CC#N, Nc1ccc(N)c(S(N)(=O)=O)c1, c1ccncc1. As a reaction SMILES: [CH3:1][S:2](=[O:3])(=[O:4])[OH:5].[CH3:24][S:25](=[O:26])(=[O:27])[Cl:28].[CH3:29][C:30]#[N:31].[NH2:6][c:7]1[c:8]([S:14](=[O:15])(=[O:16])[NH2:17])[cH:9][c:10]([NH2:13])[cH:11][cH:12]1.[cH:18]1[cH:19][cH:20][n:21][cH:22][cH:23]1>>[CH3:1][S:2](=[O:3])(=[O:4])[NH:13][c:10]1[cH:9][c:8]([S:14](=[O:15])(=[O:16])[NH2:17])[c:7]([NH2:6])[cH:12][cH:11]1. Product: CS(=O)(=O)Nc1ccc(N)c(S(N)(=O)=O)c1.